From a dataset of the Open Reaction Database (ORD), a public repository of structured organic reaction records. describe an organic reaction: reactants, conditions, products, and yield Reactants: C1=CC=CC=2C(C3=C(C=CC21)C=CC=C3)C=3C(NC(NC3)=O)=O (5-(5H-Dibenzo[a,d]cyclohepten-5-yl)-2,4(1H,3H)-pyrimidinedione), C[Si](C)(C)N(C(C(F)(F)F)=O)[Si](C)(C)C (bis[trimethylsilyl]trifluoroacetamide), C(C)OC(C1=CC(=CC(=C1)COCCOC)CBr)=O (3-Bromomethyl-5-[2-methoxyethoxymethyl]benzoic acid ethyl ester). Solvent: ClCCCl (1,2-dichloroethane). Yields the product C1=CC=CC=2C(C3=C(C=CC21)C=CC=C3)C=3C(NC(N(C3)CC=3C=C(C(=O)OCC)C=C(C3)COCCOC)=O)=O (3-[[5-{5H-dibenzo[a,d]cyclohepten-5-yl}-3,4-dihydro-2,4-dioxo-1(2H)-pyrimidinyl]methyl]-5-[2-methoxyethoxymethyl]benzoic acid, ethyl ester). As a reaction SMILES: [CH:1]1[C:11]2[CH:10]=[CH:9][C:8]3[CH:12]=[CH:13][CH:14]=[CH:15][C:7]=3[CH:6]([C:16]3[C:17](=[O:23])[NH:18][C:19](=[O:22])[NH:20][CH:21]=3)[C:5]=2[CH:4]=[CH:3][CH:2]=1.C[Si](N([Si](C)(C)C)C(=O)C(F)(F)F)(C)C.[CH2:39]([O:41][C:42](=[O:57])[C:43]1[CH:48]=[C:47]([CH2:49][O:50][CH2:51][CH2:52][O:53][CH3:54])[CH:46]=[C:45]([CH2:55]Br)[CH:44]=1)[CH3:40]>ClCCCl>[CH:1]1[C:11]2[CH:10]=[CH:9][C:8]3[CH:12]=[CH:13][CH:14]=[CH:15][C:7]=3[CH:6]([C:16]3[C:17](=[O:23])[NH:18][C:19](=[O:22])[N:20]([CH2:55][C:45]4[CH:44]=[C:43]([CH:48]=[C:47]([CH2:49][O:50][CH2:51][CH2:52][O:53][CH3:54])[CH:46]=4)[C:42]([O:41][CH2:39][CH3:40])=[O:57])[CH:21]=3)[C:5]=2[CH:4]=[CH:3][CH:2]=1. Procedure: A mixture of example 2 step (ii) (0.41 g) and bis[trimethylsilyl]trifluoroacetamide (0.73 g) in 1,2-dichloroethane (10 ml) was heated at reflux for 1 hour. The product from step (i) (0.45 g) was added and the mixture was heated at reflux for 7 hours. The mixture was evaporated and the residue purified by chromatography eluting with 30% ethyl acetate in isohexane. Yield 0.52 g. Conditions: temperature 60 celsius. RXN SMILES: [Cl:1][C:2]1[CH:7]=[CH:6][CH:5]=[C:4]([CH:8]=[CH2:9])[C:3]=1[OH:10].[C:11]([O-])([O-])=O.[K+].[K+].CCO[CH2:20][CH3:21]>CN(C=O)C>[Cl:1][C:2]1[CH:7]=[CH:6][CH:5]=[C:4]([CH:8]=[CH2:9])[C:3]=1[O:10][CH:20]([CH3:21])[CH3:11] |f:1.2.3|. Solvent: CN(C)C=O (DMF), CN(C)C=O (DMF). The product is ClC1=C(C(=CC=C1)C=C)OC(C)C (1-Chloro-2-isopropoxy-3-vinyl-benzene). Isolated yield 82.0%. Procedure details: 2-chloro-6-vinylphenol (1.55 g, 10 mmol) and 2-iodopropance (1.5 ml, 15 mmol, 1.5 equiv) were dissolved in DMF, followed by adding K2CO3 (3.9 g, 30 mmol) into DMF solution, then heated at 60° C. overnight. etherification was monitored by TLC and HPLC until completed. The mixture was diluted with Et2O (250 mL), and washed with water (2×200 mL). The aqueous layer was extracted twice with Et2O (150 mL), and the combined organic layers were washed with brine, and dried over MgSO4. The product was pu... Starting materials: C(=O)([O-])[O-].[K+].[K+] (K2CO3), ClC1=C(C(=CC=C1)C=C)O (2-chloro-6-vinylphenol), CCOCC (Et2O).